From a dataset of the Open Reaction Database (ORD), a public repository of structured organic reaction records. describe an organic reaction: reactants, conditions, products, and yield Reactants: C1CCOC1, CC(C)C[Al+]CC(C)C, CCOC(=O)c1ccc2nc(CCl)cn2c1, [H-], Cc1ccccc1. Yields the product OCc1ccc2nc(CCl)cn2c1. Reaction SMILES: [CH2:34]1[O:35][CH2:36][CH2:37][CH2:38]1.[CH2:9]([Al+:10][CH2:11][CH:12]([CH3:13])[CH3:14])[CH:15]([CH3:16])[CH3:17].[Cl:18][CH2:19][c:20]1[n:21][c:22]2[n:23]([cH:24][c:25]([C:28](=[O:29])[O:30][CH2:31][CH3:32])[cH:26][cH:27]2)[cH:33]1.[H-:8].[c:1]1([CH3:2])[cH:3][cH:4][cH:5][cH:6][cH:7]1>>[Cl:18][CH2:19][c:20]1[n:21][c:22]2[n:23]([cH:24][c:25]([CH2:28][OH:29])[cH:26][cH:27]2)[cH:33]1. Starting materials: O=C1N(C(C2=CC=CC=C12)=O)CCCCCCN(CCOC1=CC=C(C=C1)NS(=O)(=O)C)CCC1=CC=C(C=C1)NS(=O)(=O)C (N-[4-({2-[[6-(1,3-dioxo-1,3-dihydro-2H-isoindol-2-yl)hexyl](2-{4-[(methylsulfonyl)amino]phenyl}ethyl)amino]ethyl}oxy)phenyl]methanesulfonamide). Solvent: CN (methylamine). Run at time 48 hour. The product is NCCCCCCN(CCOC1=CC=C(C=C1)NS(=O)(=O)C)CCC1=CC=C(C=C1)NS(=O)(=O)C (N-[4-({2-[(6-aminohexyl)(2-{4-[(methylsulfonyl)amino]phenyl}ethyl)amino]ethyl}oxy)phenyl]methanesulfonamide). Isolated yield 13.1%. RXN SMILES: O=C1C2C(=CC=CC=2)C(=O)[N:3]1[CH2:12][CH2:13][CH2:14][CH2:15][CH2:16][CH2:17][N:18]([CH2:33][CH2:34][C:35]1[CH:40]=[CH:39][C:38]([NH:41][S:42]([CH3:45])(=[O:44])=[O:43])=[CH:37][CH:36]=1)[CH2:19][CH2:20][O:21][C:22]1[CH:27]=[CH:26][C:25]([NH:28][S:29]([CH3:32])(=[O:31])=[O:30])=[CH:24][CH:23]=1>CN>[NH2:3][CH2:12][CH2:13][CH2:14][CH2:15][CH2:16][CH2:17][N:18]([CH2:33][CH2:34][C:35]1[CH:40]=[CH:39][C:38]([NH:41][S:42]([CH3:45])(=[O:44])=[O:43])=[CH:37][CH:36]=1)[CH2:19][CH2:20][O:21][C:22]1[CH:23]=[CH:24][C:25]([NH:28][S:29]([CH3:32])(=[O:30])=[O:31])=[CH:26][CH:27]=1. Reported procedure: Crude N-[4-({2-[[6-(1,3-dioxo-1,3-dihydro-2H-isoindol-2-yl)hexyl](2-{4-[(methylsulfonyl)amino]phenyl}ethyl)amino]ethyl}oxy)phenyl]methanesulfonamide (142 mg) was dissolved in methylamine (33% in ethanol, 10 ml, 0.216) and left at 22° C. for 48 h. Excess reagent was evaporated under reduced pressure and the oily residue azeotroped with two further portions of ethanol. The crude product was dissolved in acetonitrile/water/acetic acid (5/4/, <2 ml), half applied to a Phenomenex Jupiter C18 HPLC col...